Task: describe an organic reaction: reactants, conditions, products, and yield. Dataset: the Open Reaction Database (ORD), a public repository of structured organic reaction records The reactants are ClCCl, COC(=O)c1ccccc1S(=O)(=O)N=C=O, COCc1nc(N)nc(SC)n1. Product: COCc1nc(NC(=O)NS(=O)(=O)c2ccccc2C(=O)OC)nc(SC)n1. RXN SMILES: [CH2:29]([Cl:30])[Cl:31].[CH3:13][O:14][C:15](=[O:16])[c:17]1[c:18]([S:23](=[O:24])(=[O:25])[N:26]=[C:27]=[O:28])[cH:19][cH:20][cH:21][cH:22]1.[CH3:1][O:2][CH2:3][c:4]1[n:5][c:6]([NH2:12])[n:7][c:8]([S:10][CH3:11])[n:9]1>>[CH3:1][O:2][CH2:3][c:4]1[n:5][c:6]([NH:12][C:27]([NH:26][S:23]([c:18]2[c:17]([C:15]([O:14][CH3:13])=[O:16])[cH:22][cH:21][cH:20][cH:19]2)(=[O:24])=[O:25])=[O:28])[n:7][c:8]([S:10][CH3:11])[n:9]1. The reactants are N1(CCCCC1)C1=CC(=NC=C1Br)CSC1=NC2=C(N1)C=CC(=C2)OC (2-(4-piperidino-5-bromo-2-pyridylmethylthio)-5-methoxy-(1H)-benzimidazole), O1CCN(CC1)C1=C(C=CC=2N(CN(C21)Cl)SCC2=NC=CC=C2)OC (4-morpholino-3-chloro-2-pyridylmethylthio-5-methoxy-(1H)-benzimidazole). Yields the product N1(CCCCC1)C1=CC(=NC=C1Br)CS(=O)C1=NC2=C(N1)C=CC(=C2)OC (2-(4-piperidino-5-bromo-2-pyridylmethylsulphinyl)-5-methoxy-(1H)-benzimidazole). As a reaction SMILES: [N:1]1([C:7]2[C:12]([Br:13])=[CH:11][N:10]=[C:9]([CH2:14][S:15][C:16]3[NH:20][C:19]4[CH:21]=[CH:22][C:23]([O:25][CH3:26])=[CH:24][C:18]=4[N:17]=3)[CH:8]=2)[CH2:6][CH2:5][CH2:4][CH2:3][CH2:2]1.[O:27]1CCN(C2C3N(Cl)CN(SCC4C=CC=CN=4)C=3C=CC=2OC)CC1>>[N:1]1([C:7]2[C:12]([Br:13])=[CH:11][N:10]=[C:9]([CH2:14][S:15]([C:16]3[NH:20][C:19]4[CH:21]=[CH:22][C:23]([O:25][CH3:26])=[CH:24][C:18]=4[N:17]=3)=[O:27])[CH:8]=2)[CH2:2][CH2:3][CH2:4][CH2:5][CH2:6]1. Procedure: Substituting 2-(4-piperidino-5-bromo-2-pyridylmethylthio)-5-methoxy-(1H)-benzimidazole (3.83 g) for 2-(4-morpholino-3-chloro-2-pyridylmethylthio-5-methoxy-(1H)-benzimidazole and using corresponding molar proportions of the other reagents in the method of Example 4 gave after chromatography (silica gel, chloroform:methanol-ammonia) 2-(4-piperidino-5-bromo-2-pyridylmethylsulphinyl)-5-methoxy-(1H)-benzimidazole, 3.15 g, m.p. 114°-8° C., from ether.